Dataset: the Open Reaction Database (ORD), a public repository of structured organic reaction records. Task: describe an organic reaction: reactants, conditions, products, and yield The reactants are ClC(COC(=O)N1CCC(CC1)C(=O)OCC)(Cl)Cl (Ethyl 1-(2,2,2-trichloroethoxycarbonyl)piperidine-4-carboxylate). The solvent is [OH-].[K+].C(C)O (potassium hydroxide ethanol), O (water), O (water). The product is ClC(COC(=O)N1CCC(CC1)C(=O)O)(Cl)Cl (1-(2,2,2-trichloroethoxycarbonyl)piperidine-4-carboxylic acid). Isolated yield 43.0%. Reaction SMILES: [Cl:1][C:2]([Cl:19])([Cl:18])[CH2:3][O:4][C:5]([N:7]1[CH2:12][CH2:11][CH:10]([C:13]([O:15]CC)=[O:14])[CH2:9][CH2:8]1)=[O:6]>[OH-].[K+].C(O)C.O>[Cl:19][C:2]([Cl:1])([Cl:18])[CH2:3][O:4][C:5]([N:7]1[CH2:12][CH2:11][CH:10]([C:13]([OH:15])=[O:14])[CH2:9][CH2:8]1)=[O:6] |f:1.2.3|. Procedure: Ethyl 1-(2,2,2-trichloroethoxycarbonyl)piperidine-4-carboxylate (158 g, 0.48 mol) was dissolved in a 2 N potassium hydroxide-ethanol solution (500 mL) and water (500 mL), followed by heating under reflux for about 1 hour. After cooling, to the reaction mixture was added water (300 mL), followed by extraction with ethyl acetate (300 mL×3). The aqueous layer was added a 10% aqueous citric acid solution, followed by extraction with ethyl acetate (500 mL×3), and the acidic fraction extracted was was... Reactants: NC1=CC=C2CCC(C2=C1)CN1CCC(CC1)C1=CC=C(C=C1)F (1-(6-Aminoindan-1-ylmethyl)-4-(4-fluorophenyl)piperidine), NC1=CC=C2CCC(C2=C1)CN1CCC(CC1)C1=CC=C(C=C1)F (1-(6-Aminoindan-1-ylmethyl)-4-(4-fluorophenyl)piperidine), CN=C=O (methylisocyanate). Run in ClCCl (dichloromethane). Yields the product FC1=CC=C(C=C1)C1CCN(CC1)CC1CCC2=CC=C(C=C12)NC(=O)NC (4-(4-Fluorophenyl)-1- (6-methylaminocarbonylaminoindan-1-ylmethyl)piperidine). Reaction SMILES: [NH2:1][C:2]1[CH:10]=[C:9]2[C:5]([CH2:6][CH2:7][CH:8]2[CH2:11][N:12]2[CH2:17][CH2:16][CH:15]([C:18]3[CH:23]=[CH:22][C:21]([F:24])=[CH:20][CH:19]=3)[CH2:14][CH2:13]2)=[CH:4][CH:3]=1.[CH3:25][N:26]=[C:27]=[O:28]>ClCCl>[F:24][C:21]1[CH:20]=[CH:19][C:18]([CH:15]2[CH2:16][CH2:17][N:12]([CH2:11][CH:8]3[C:9]4[C:5](=[CH:4][CH:3]=[C:2]([NH:1][C:27]([NH:26][CH3:25])=[O:28])[CH:10]=4)[CH2:6][CH2:7]3)[CH2:13][CH2:14]2)=[CH:23][CH:22]=1. Procedure details: 1-(6-Aminoindan-1-ylmethyl)-4-(4-fluorophenyl)piperidine, 2a (3 g) was dissolved in dichloromethane (140 ml) and methylisocyanate (0.53 g) was added. The solution was refluxed for 4 hours. Dichloromethane was evaporated and the remaining crude title compound was purified by column chromatography on silica gel (eluted with 4% triethylamine in ethyl acetate). The pure title compound 5a crystallized from diethyl ether. Yield: 0.8 g, mp: 170-173° C. 1H NMR (CDCl3): δ 1.70-1.90 (m, 5 H); 2.00-2.15 (m...